This data is from the Open Reaction Database (ORD), a public repository of structured organic reaction records. The task is: describe an organic reaction: reactants, conditions, products, and yield Starting materials: Cc1ccccc1, CCOC(C)=O, CN(C)C=O, [Na+], [OH-], O, O=S(Cl)Cl, O=C(O)CCOCCc1ccc2sccc2c1, OC1CN(CCCOCCc2ccc3sccc3c2)C1. Yields the product O=C(CCOCCc1ccc2sccc2c1)N1CC(O)C1. Reaction SMILES: [CH3:44][c:45]1[cH:46][cH:47][cH:48][cH:49][cH:50]1.[CH3:52][CH2:53][O:54][C:55](=[O:56])[CH3:57].[CH3:58][N:59]([CH3:60])[CH:61]=[O:62].[Na+:43].[OH-:42].[OH2:51].[S:18]([Cl:19])([Cl:20])=[O:21].[s:1]1[cH:2][cH:3][c:4]2[c:5]1[cH:6][cH:7][c:8]([CH2:10][CH2:11][O:12][CH2:13][CH2:14][C:15](=[O:16])[OH:17])[cH:9]2.[s:22]1[c:23]2[cH:24][cH:25][c:26]([CH2:27][CH2:28][O:29][CH2:30][CH2:31][CH2:32][N:37]3[CH2:38][CH:39]([OH:41])[CH2:40]3)[cH:33][c:34]2[cH:35][cH:36]1>>[s:1]1[cH:2][cH:3][c:4]2[c:5]1[cH:6][cH:7][c:8]([CH2:10][CH2:11][O:12][CH2:13][CH2:14][C:15](=[O:17])[N:37]1[CH2:38][CH:39]([OH:41])[CH2:40]1)[cH:9]2. Reactants: N1=C(C=CC=C1)CC(=O)C1=C(C(=O)NC2=CC=CC=C2)C=CC(=C1)OC (2-(2-Pyridylacetyl)-p-anisanilide), Cl (HCl). Solvent: C1CCOC1 (THF). Product: Cl.N1=C(C=CC=C1)CC(=O)C1=C(C(=O)NC2=CC=CC=C2)C=CC(=C1)OC (2-Pyridylacetyl-p-anisanilide Hydrochloride). Isolated yield 99.1%. RXN SMILES: [N:1]1[CH:6]=[CH:5][CH:4]=[CH:3][C:2]=1[CH2:7][C:8]([C:10]1[CH:24]=[C:23]([O:25][CH3:26])[CH:22]=[CH:21][C:11]=1[C:12]([NH:14][C:15]1[CH:20]=[CH:19][CH:18]=[CH:17][CH:16]=1)=[O:13])=[O:9].[ClH:27]>C1COCC1>[ClH:27].[N:1]1[CH:6]=[CH:5][CH:4]=[CH:3][C:2]=1[CH2:7][C:8]([C:10]1[CH:24]=[C:23]([O:25][CH3:26])[CH:22]=[CH:21][C:11]=1[C:12]([NH:14][C:15]1[CH:20]=[CH:19][CH:18]=[CH:17][CH:16]=1)=[O:13])=[O:9] |f:3.4|. Procedure details: 2-(2-Pyridylacetyl)-p-anisanilide (II) (25.0 g, 0.0722 mole) was dissolved with gentle warming in 500 ml THF. The bright yellow solution was chilled in an ice bath, and 6.5 ml (0.078 mole) 12 N HCl was added. The yellow color disappeared and a white precipitate formed immediately. The solid was collected on a filter; rinsed with THF and air-dried to give 27.4 g white solid (99.3%), m.p. 190.5°-191.5° (dec.). The reactants are COC(=O)C(=NOC1CCCCC1)c1ccc(S(C)(=O)=O)c(Cl)c1, CO, [Li+], [OH-]. Yields the product CS(=O)(=O)c1ccc(C(=NOC2CCCCC2)C(=O)O)cc1Cl. RXN SMILES: [CH3:1][O:2][C:3]([C:4](=[N:5][O:6][CH:7]1[CH2:8][CH2:9][CH2:10][CH2:11][CH2:12]1)[c:13]1[cH:14][c:15]([Cl:23])[c:16]([S:19](=[O:20])(=[O:21])[CH3:22])[cH:17][cH:18]1)=[O:24].[CH3:27][OH:28].[Li+:25].[OH-:26]>>[O:2]=[C:3]([C:4](=[N:5][O:6][CH:7]1[CH2:8][CH2:9][CH2:10][CH2:11][CH2:12]1)[c:13]1[cH:14][c:15]([Cl:23])[c:16]([S:19](=[O:20])(=[O:21])[CH3:22])[cH:17][cH:18]1)[OH:24]. The reactants are C(C)(=O)OCC1=NC=C(C=C1)OC(C)=O (2-acetoxymethyl-5-acetoxypyridine), Cl (hydrochloric acid). Solvent: CC(=O)CC (ethyl methyl ketone). Yields the product Cl.OC=1C=CC(=NC1)CO (5-hydroxy-2-pyridinemethanol hydrochloride). As a reaction SMILES: C([O:4][CH2:5][C:6]1[CH:11]=[CH:10][C:9]([O:12]C(=O)C)=[CH:8][N:7]=1)(=O)C.[ClH:16]>CC(CC)=O>[ClH:16].[OH:12][C:9]1[CH:10]=[CH:11][C:6]([CH2:5][OH:4])=[N:7][CH:8]=1 |f:3.4|. Procedure details: 220.0 g of the above ester is added to 2,200 ml of 6N-hydrochloric acid and the resulting solution is refluxed for 18 hours. Then, the solution is evaporated to leave an oily viscous residue. This residue is digested with ethyl methyl ketone to yield 5-hydroxy-2-pyridinemethanol hydrochloride melting at 122°-123°. (The corresponding free base is prepared by adding a saturated solution of potassium carbonate to the hydrochloride, extracting the resulting suspension with chloroform, drying the chl... The reactants are BrC1=CC=C(C(=C1O)OC)OC(F)F (6-bromo-3-(difluoromethoxy)-2-methoxyphenol), C([O-])([O-])=O.[K+].[K+] (potassium carbonate), BrCC1=CC=C(C=C1)S(=O)(=O)C (1-(bromomethyl)-4-(methylsulfonyl)benzene). Run in C(C)#N (acetonitrile). Conditions: temperature 80 celsius. Yields the product BrC1=C(C(=C(C=C1)OC(F)F)OC)OCC1=CC=C(C=C1)S(=O)(=O)C (1-Bromo-4-(difluoromethoxy)-3-methoxy-2-(4-(methylsulfonyl)benzyloxy)benzene). The yield is 92.3%. RXN SMILES: [Br:1][C:2]1[C:7]([OH:8])=[C:6]([O:9][CH3:10])[C:5]([O:11][CH:12]([F:14])[F:13])=[CH:4][CH:3]=1.C(=O)([O-])[O-].[K+].[K+].Br[CH2:22][C:23]1[CH:28]=[CH:27][C:26]([S:29]([CH3:32])(=[O:31])=[O:30])=[CH:25][CH:24]=1>C(#N)C>[Br:1][C:2]1[CH:3]=[CH:4][C:5]([O:11][CH:12]([F:13])[F:14])=[C:6]([O:9][CH3:10])[C:7]=1[O:8][CH2:22][C:23]1[CH:24]=[CH:25][C:26]([S:29]([CH3:32])(=[O:31])=[O:30])=[CH:27][CH:28]=1 |f:1.2.3|. Procedure details: To a stirring solution of 6-bromo-3-(difluoromethoxy)-2-methoxyphenol (200 mg, 0.743 mmol) in acetonitrile (10 mL) was added potassium carbonate (307 mg, 2.228 mmol) and 1-(bromomethyl)-4-(methylsulfonyl)benzene (368.6 mg, 1.48 mmol) and the resultant reaction mixture was heated to 80° C. for 16 h. The reaction mixture was cooled to RT, filtered through celite and the filtrate was concentrated under reduced pressure to afford 300 mg of 1-Bromo-4-(difluoromethoxy)-3-methoxy-2-(4-(methylsulfonyl)b... As a reaction SMILES: C1(P(C2C=CC=CC=2)C2C=CC=CC=2)C=CC=CC=1.[CH2:20]([OH:23])[CH:21]=[CH2:22].O[C:25]1[NH:29][N:28]=[C:27]([N:30]2[C:38](=[O:39])[C:37]3[C:32](=[CH:33][CH:34]=[CH:35][CH:36]=3)[C:31]2=[O:40])[CH:26]=1.CC(OC(/N=N/C(OC(C)C)=O)=O)C>CN(C=O)C>[CH2:20]([O:23][C:25]1[NH:29][N:28]=[C:27]([N:30]2[C:31](=[O:40])[C:32]3[C:37](=[CH:36][CH:35]=[CH:34][CH:33]=3)[C:38]2=[O:39])[CH:26]=1)[CH:21]=[CH2:22]. The reactants are CC(C)OC(=O)/N=N/C(=O)OC(C)C (DIAD), C1(=CC=CC=C1)P(C1=CC=CC=C1)C1=CC=CC=C1 (triphenylphosphine), C(C=C)O (allyl alcohol), OC1=CC(=NN1)N1C(C2=CC=CC=C2C1=O)=O (2-(5-hydroxy-1H-pyrazol-3-yl)isoindoline-1,3-dione). Yields the product C(C=C)OC1=CC(=NN1)N1C(C2=CC=CC=C2C1=O)=O (2-(5-(allyloxy)-1H-pyrazol-3-yl)isoindoline-1,3-dione). Procedure details: To a mixture of triphenylphosphine (2.75 g, 10.5 mmol), allyl alcohol (0.714 ml, 10.5 mmol), and 2-(5-hydroxy-1H-pyrazol-3-yl)isoindoline-1,3-dione (2.000 g, 8.73 mmol) in DMF (25 mL) at RT was slowly added DIAD (2.04 ml, 10.5 mmol). After 18 hrs the solution was concentrated in vacuo, diluted with EtOAc, and washed with water and brine. The organic fraction was dried with sodium sulfate, concentrated in vacuo, and purified by silica gel chromatography using 40-70% Hexanes:EtOAc to afford 2-(5-(... Solvent: CN(C)C=O (DMF).